Dataset: the Open Reaction Database (ORD), a public repository of structured organic reaction records. Task: describe an organic reaction: reactants, conditions, products, and yield The reactants are BrB(Br)Br, COc1ccc(-n2cccn2)c(-c2nc3cc(-c4cnc(N)nc4)ccc3n2C(C)(C)C)c1, ClCCl, [Na+], O=C([O-])O. The product is CC(C)(C)n1c(-c2cc(O)ccc2-n2cccn2)nc2cc(-c3cnc(N)nc3)ccc21. As a reaction SMILES: [B:34]([Br:35])([Br:36])[Br:37].[C:1]([CH3:2])([CH3:3])([CH3:4])[n:5]1[c:6](-[c:21]2[c:22](-[n:29]3[n:30][cH:31][cH:32][cH:33]3)[cH:23][cH:24][c:25]([O:27][CH3:28])[cH:26]2)[n:7][c:8]2[c:9]1[cH:10][cH:11][c:12](-[c:14]1[cH:15][n:16][c:17]([NH2:20])[n:18][cH:19]1)[cH:13]2.[Cl:43][CH2:44][Cl:45].[Na+:42].[O-:38][C:39]([OH:40])=[O:41]>>[C:1]([CH3:2])([CH3:3])([CH3:4])[n:5]1[c:6](-[c:21]2[c:22](-[n:29]3[n:30][cH:31][cH:32][cH:33]3)[cH:23][cH:24][c:25]([OH:27])[cH:26]2)[n:7][c:8]2[c:9]1[cH:10][cH:11][c:12](-[c:14]1[cH:15][n:16][c:17]([NH2:20])[n:18][cH:19]1)[cH:13]2. Starting materials: O.O.O.O.O.O.O.O.O.O.S(=O)(=O)([O-])[O-].[Na+].[Na+] (sodium sulphate decahydrate), S(=O)(=O)([O-])S(=O)(=O)[O-].[Na+].[Na+] (sodium dithionate), S(=O)(=O)([O-])[O-].[Na+].[Na+].S(=O)(=O)([O-])S(=O)(=O)[O-].[Na+].[Na+] (sodium sulphate sodium dithionate), O.O.O.O.O.O.O.O.O.O.S(=O)(=O)([O-])[O-].[Na+].[Na+] (sodium sulphate decahydrate), O.O.O.O.O.O.O.O.O.O.S(=O)(=O)([O-])[O-].[Na+].[Na+] (sodium sulphate decahydrate), S(=O)(=O)([O-])S(=O)(=O)[O-].[Na+].[Na+] (sodium dithionate), S(=O)(=O)([O-])[O-].[Na+].[Na+] (sodium sulphate), S(=O)(=O)([O-])S(=O)(=O)[O-].[Na+].[Na+] (sodium dithionate). Reagents/catalysts: S(=O)(=O)([O-])[O-].[Mn+2] (manganese sulphate), S(=O)(=O)([O-])[O-].[Mn+2] (manganese sulphate), S(=O)(=O)([O-])S(=O)(=O)[O-].[Mn+2] (manganese dithionate), S(=O)(=O)([O-])S(=O)(=O)[O-].[Mn+2] (manganese dithionate). Solvent: O (water), O (water). The product is S(=O)(=O)([O-])[O-].[Na+].[Na+] (sodium sulphate), O.S(=O)(=O)([O-])S(=O)(=O)[O-].[Na+].[Na+] (sodium dithionate hydrate). As a reaction SMILES: [S:1]([O-:5])([O-:4])(=[O:3])=[O:2].[Na+:6].[Na+].S(S([O-])(=O)=O)([O-])(=O)=[O:9].[Na+].[Na+].O.O.O.O.O.O.O.O.O.O.S([O-])([O-])(=O)=O.[Na+].[Na+].S([O-])([O-])(=O)=O.[Na+].[Na+].[S:42]([S:46]([O-:49])(=[O:48])=[O:47])([O-:45])(=[O:44])=[O:43].[Na+].[Na+]>S([O-])([O-])(=O)=O.[Mn+2].S(S([O-])(=O)=O)([O-])(=O)=O.[Mn+2].O>[S:1]([O-:5])([O-:4])(=[O:3])=[O:2].[Na+:6].[Na+:6].[OH2:9].[S:42]([S:46]([O-:49])(=[O:48])=[O:47])([O-:45])(=[O:44])=[O:43].[Na+:6].[Na+:6] |f:0.1.2,3.4.5,6.7.8.9.10.11.12.13.14.15.16.17.18,19.20.21.22.23.24,25.26,27.28,30.31.32,33.34.35.36|. Reported procedure: Accordingly, disclosed herein is a process for hydrometallurgical processing of manganese sulphate and manganese dithionate containing liquors and recovery of water therefrom, comprises the steps of: deriving sodium sulphate and/or sodium dithionate containing liquors from manganese sulphate and manganese dithionate containing liquids; crystallizing sodium sulphate decahydrate and sodium dithionate dehydrate by cooling sodium sulphate/sodium dithionate containing liquor with or without a vacuum;... Reactants: NC1=NC=CC=C1OCC1=CC=C(C=C1)C#N (2-amino-3-(4-cyanobenzyloxy)pyridine), [OH-].[Na+] (sodium hydroxide). Solvent: CO (methanol). Product: NC1=NC=CC=C1OCC1=CC=C(C=C1)C(N)=O (2-amino-3-(4-carbamoylbenzyloxy)pyridine). RXN SMILES: [NH2:1][C:2]1[C:7]([O:8][CH2:9][C:10]2[CH:15]=[CH:14][C:13]([C:16]#[N:17])=[CH:12][CH:11]=2)=[CH:6][CH:5]=[CH:4][N:3]=1.[OH-:18].[Na+]>CO>[NH2:1][C:2]1[C:7]([O:8][CH2:9][C:10]2[CH:11]=[CH:12][C:13]([C:16](=[O:18])[NH2:17])=[CH:14][CH:15]=2)=[CH:6][CH:5]=[CH:4][N:3]=1 |f:1.2|. Reported procedure: A mixture of 2-amino-3-(4-cyanobenzyloxy)pyridine (2.25 g) and lN sodium hydroxide solution (22 ml) in methanol (45 ml) was refluxed for 4.5 hours and then cooled. The resulting precipitates were collected by filtration and dried to give 2-amino-3-(4-carbamoylbenzyloxy)pyridine (1.84 g). Reactants: OC1=CC=C(C=C1)N1CCN(CC1)C(C)=O (4-(4-hydroxy-phenyl)-1-acetylpiperazine), COCCBr (2-bromoethyl methyl ether), [H-].[Na+] (NaH), C1(=CC=CC=C1)O (phenol). Run at time 18 hour. RXN SMILES: [OH:1][C:2]1[CH:7]=[CH:6][C:5]([N:8]2[CH2:13][CH2:12][N:11](C(=O)C)[CH2:10][CH2:9]2)=[CH:4][CH:3]=1.[H-].[Na+].C1(O)C=CC=CC=1.[CH3:26][O:27][CH2:28][CH2:29]Br>CN(C=O)C>[CH3:26][O:27][CH2:28][CH2:29][O:1][C:2]1[CH:3]=[CH:4][C:5]([N:8]2[CH2:9][CH2:10][NH:11][CH2:12][CH2:13]2)=[CH:6][CH:7]=1 |f:1.2|. Reported procedure: 1-(4-(2-Methoxyethoxy)phenyl)piperazine is prepared from 4-(4-hydroxy-phenyl)-1-acetylpiperazine. To NaH (60% in mineral oil, 0.79 g, 20 mmol) in DMF (25 ml) add the phenol (3.0 g, 13.6 mmol), followed by 2-bromoethyl methyl ether (2.27 g, 16.3 mmol). Stir at RT 18 h, concentrate, and partition between EtOAc and 5% citric acid. Wash the organic with 1N NaOH, then brine. Dry over MgSO4, and concentrate to obtain the alkylated product as a white solid. Heat this material (2.2 g, 7.9 mmol) in 6N HC... The solvent is CN(C)C=O (DMF). Yields the product COCCOC1=CC=C(C=C1)N1CCNCC1 (1-(4-(2-Methoxyethoxy)phenyl)piperazine), product. The reactants are BrC=1C=2N(C=CC1C1=CC=C(C=C1)Cl)C(N(N2)CC=2C(=NC(=CC2)C(F)(F)F)C)=O (8-bromo-7-(4-chlorophenyl)-2-((2-methyl-6-(trifluoromethyl)pyridin-3-yl)methyl)-[1,2,4]triazolo[4,3-a]pyridin-3(2H)-one), FC=1C=C(C=C(C1CO)F)B(O)O (3,5-difluoro-4-hydroxymethylphenylboronic acid), [O-]P(=O)([O-])[O-].[K+].[K+].[K+] (K3PO4), C(Cl)Cl (CH2Cl2). The reagents and catalysts are C1=CC=C(C=C1)P([C-]2C=CC=C2)C3=CC=CC=C3.C1=CC=C(C=C1)P([C-]2C=CC=C2)C3=CC=CC=C3.Cl[Pd]Cl.[Fe+2] (Pd(dppf)Cl2). The solvent is C1CCOC1 (THF), CCOC(=O)C (EtOAc). Reaction conditions: temperature 90 celsius. Yields the product ClC1=CC=C(C=C1)C1=C(C=2N(C=C1)C(N(N2)CC=2C(=NC(=CC2)C(F)(F)F)C)=O)C2=CC(=C(C(=C2)F)CO)F (7-(4-chlorophenyl)-8-(3,5-difluoro-4-(hydroxymethyl)phenyl)-2-((2-methyl-6-(trifluoromethyl)pyridin-3-yl)methyl)-[1,2,4]triazolo[4,3-a]pyridin-3(2H)-one). As a reaction SMILES: Br[C:2]1[C:3]2[N:4]([C:15](=[O:30])[N:16]([CH2:18][C:19]3[C:20]([CH3:29])=[N:21][C:22]([C:25]([F:28])([F:27])[F:26])=[CH:23][CH:24]=3)[N:17]=2)[CH:5]=[CH:6][C:7]=1[C:8]1[CH:13]=[CH:12][C:11]([Cl:14])=[CH:10][CH:9]=1.[F:31][C:32]1[CH:33]=[C:34](B(O)O)[CH:35]=[C:36]([F:40])[C:37]=1[CH2:38][OH:39].C(Cl)Cl.[O-]P([O-])([O-])=O.[K+].[K+].[K+]>C1COCC1.CCOC(C)=O.C1C=CC(P(C2C=CC=CC=2)[C-]2C=CC=C2)=CC=1.C1C=CC(P(C2C=CC=CC=2)[C-]2C=CC=C2)=CC=1.Cl[Pd]Cl.[Fe+2]>[Cl:14][C:11]1[CH:10]=[CH:9][C:8]([C:7]2[CH:6]=[CH:5][N:4]3[C:15](=[O:30])[N:16]([CH2:18][C:19]4[C:20]([CH3:29])=[N:21][C:22]([C:25]([F:26])([F:28])[F:27])=[CH:23][CH:24]=4)[N:17]=[C:3]3[C:2]=2[C:34]2[CH:33]=[C:32]([F:31])[C:37]([CH2:38][OH:39])=[C:36]([F:40])[CH:35]=2)=[CH:13][CH:12]=1 |f:3.4.5.6,9.10.11.12|. Procedure: To a stirring solution of 8-bromo-7-(4-chlorophenyl)-2-((2-methyl-6-(trifluoromethyl)pyridin-3-yl)methyl)-[1,2,4]triazolo[4,3-a]pyridin-3(2H)-one (60 mg, 0.12 mmol) in THF (2 mL) at room temperature under argon was added 3,5-difluoro-4-hydroxymethylphenylboronic acid (68.0 mg, 0.36 mmol), Pd(dppf)Cl2.CH2Cl2 (9.8 mg, 0.011 mmol), and K3PO4 (77 mg, 0.36 mmol). The resulting suspension was purged of oxygen by bubbling with argon for 15 min, sealed in a vial under argon, heated at 90° C. for 12 h, a... Reactants: [BH4-].[Na+] (Sodium borohydride), C(=O)C1=CC=C(C=C1)C=1C(=CC=CC1)C(=O)OC (methyl 4′-formylbiphenyl-2-carboxylate). Run in CO (methanol). Conditions: time 1 hour. Product: OCC1=CC=C(C=C1)C=1C(=CC=CC1)C(=O)OC (methyl 4′-(hydroxymethyl)biphenyl-2-carboxylate). Isolated yield 99.2%. Reaction SMILES: [BH4-].[Na+].[CH:3]([C:5]1[CH:10]=[CH:9][C:8]([C:11]2[C:12]([C:17]([O:19][CH3:20])=[O:18])=[CH:13][CH:14]=[CH:15][CH:16]=2)=[CH:7][CH:6]=1)=[O:4]>CO>[OH:4][CH2:3][C:5]1[CH:10]=[CH:9][C:8]([C:11]2[C:12]([C:17]([O:19][CH3:20])=[O:18])=[CH:13][CH:14]=[CH:15][CH:16]=2)=[CH:7][CH:6]=1 |f:0.1|. Reported procedure: Sodium borohydride (111 mg) was added to the compound (400 mg) prepared in Example 4 in methanol solution (10 mL) and stirred for 1 hour at room temperature. The reaction mixture was concentrated and extracted with 1 mol/L hydrochloric acid and ethyl acetate. The organic layer was washed with saturated sodium and dried by anhydrous sodium sulfate, and then concentrated to obtain the titled compound (400 mg) having the following physical data. Reactants: C1(=CC=CC=C1)C1(CCCC1)C(=O)O (1-phenylcyclopentanecarboxylic acid), CC(C(C(=O)N[C@H]1CC[C@H]2CN(C[C@H]21)CC2=CC(=CC=C2)C(F)(F)F)C2=CC=CC=C2)C (3-methyl-2-phenyl-N-{(3aS*,4S*,6aR*)-2-[3-(trifluoromethyl)benzyl]octahydrocyclopenta[c]pyrrol-4-yl}butanamide), C(C1=CC=CC=C1)N1C[C@H]2[C@@H](C1)C(CC2)N ((3aS*,6aR*)-2-benzyloctahydrocyclopenta[c]pyrrol-4-amine). Product: C1(=CC=CC=C1)C(C(=O)N[C@H]1CC[C@H]2CN(C[C@H]21)CC2=CC(=CC=C2)C(F)(F)F)C2=CC=CC=C2 (2,2-diphenyl-N-{(3aS*,4S*,6aR*)-2-[3-(trifluoromethyl)benzyl]octahydrocyclopenta[c]pyrrol-4-yl}acetamide). RXN SMILES: [C:1]1(C2(C(O)=O)CCCC2)[CH:6]=CC=C[CH:2]=1.[CH3:15][CH:16]([CH3:46])[CH:17]([C:40]1[CH:45]=[CH:44][CH:43]=[CH:42][CH:41]=1)[C:18]([NH:20][C@@H:21]1[C@H:28]2[C@H:24]([CH2:25][N:26]([CH2:29][C:30]3[CH:35]=[CH:34][CH:33]=[C:32]([C:36]([F:39])([F:38])[F:37])[CH:31]=3)[CH2:27]2)[CH2:23][CH2:22]1)=[O:19].C(N1C[C@H]2C(N)CC[C@H]2C1)C1C=CC=CC=1>>[C:40]1([CH:17]([C:16]2[CH:46]=[CH:6][CH:1]=[CH:2][CH:15]=2)[C:18]([NH:20][C@@H:21]2[C@H:28]3[C@H:24]([CH2:25][N:26]([CH2:29][C:30]4[CH:35]=[CH:34][CH:33]=[C:32]([C:36]([F:37])([F:38])[F:39])[CH:31]=4)[CH2:27]3)[CH2:23][CH2:22]2)=[O:19])[CH:45]=[CH:44][CH:43]=[CH:42][CH:41]=1. Reported procedure: The title compound was prepared by substituting 2,2-diphenylacetic acid for 1-phenylcyclopentanecarboxylic acid and (3aS*,4S*,6aR*)-2-(3-(trifluoromethyl)benzyl)octahydrocyclopenta[c]pyrrol-4-amine from Example 122 Step E for (3aS*,6aR*)-2-benzyloctahydrocyclopenta[c]pyrrol-4-amine in the procedure described for Example 1: 1H NMR (500 MHz, pyridine-d5) δ ppm 8.50 (s, 1H), 7.71 (d, J=7.5, 2H), 7.63 (d, J=7.2, 2H), 7.45 (d, J=7.4, 2H), 7.39-7.28 (m, 5H), 7.25 (dd, J=5.8, 8.9, 3H), 4.51-4.42 (m, 1H... Reactants: CSC=1N=CC=2NC3=CC=CC=C3C2C1 (3-methylthio-β-carboline), [N+](=O)(O)[O-] (nitric acid). Solvent: O (water). Yields the product [N+](=O)([O-])C=1C=C2C=3C=C(N=CC3NC2=CC1)SC (6-nitro-3-methylthio-β-carboline). RXN SMILES: [CH3:1][S:2][C:3]1[N:4]=[CH:5][C:6]2[NH:7][C:8]3[C:13]([C:14]=2[CH:15]=1)=[CH:12][CH:11]=[CH:10][CH:9]=3.[N+:16]([O-])([OH:18])=[O:17]>O>[N+:16]([C:11]1[CH:12]=[C:13]2[C:8](=[CH:9][CH:10]=1)[NH:7][C:6]1[CH:5]=[N:4][C:3]([S:2][CH3:1])=[CH:15][C:14]2=1)([O-:18])=[O:17]. Reported procedure: 970 mg of 3-methylthio-β-carboline are stirred for 4 hours at room temperature with 60 ml of 65% nitric acid. After introduction of the preparation into water, it is suctioned off and dried. 950 mg of 6-nitro-3-methylthio-β-carboline with a >250° C. melting point are obtained.